This data is from the Open Reaction Database (ORD), a public repository of structured organic reaction records. The task is: describe an organic reaction: reactants, conditions, products, and yield The reactants are BrC1=C(N)C=CC=C1 (2-bromoaniline), C(C)OC=C(C(=O)OCC)C(=O)[O-] (ethyl ethoxymethylenemalonate). The product is BrC=1C=CC=C2C(=C(C=NC12)C(=O)OCC)O (ethyl 8-bromo-4-hydroxyquinoline-3-carboxylate). Yield: 80.8%. Reaction SMILES: [Br:1][C:2]1[CH:8]=[CH:7][CH:6]=[CH:5][C:3]=1[NH2:4].C([O:11][CH:12]=[C:13]([C:19]([O-])=O)[C:14]([O:16][CH2:17][CH3:18])=[O:15])C>>[Br:1][C:2]1[CH:8]=[CH:7][CH:6]=[C:5]2[C:3]=1[N:4]=[CH:19][C:13]([C:14]([O:16][CH2:17][CH3:18])=[O:15])=[C:12]2[OH:11]. Procedure: A solution of 2-bromoaniline (2.5 g, 14.62 mmol) and ethyl ethoxymethylenemalonate (3.16 g, 14.62 mmol) was heated at 100° C. for 3 h. Then the volatiles were removed by passing a stream of nitrogen and the molten mass was added slowly onto boiling diphenyl ether (10 mL) and the mixture was heated at reflux for 2 h. Then petroleum ether was added to the reaction mixture at rt and the precipitated solid was collected by filtration and dried to afford 3.5 g of the title product. 1H NMR (300 MHz, D... Starting materials: Cl, CC1=C(C#N)C(c2ccc(C#N)cc2)n2nc(N)nc2N1c1cccc(C(F)(F)F)c1, c1ccncc1, O=C(Cl)c1ccno1. Yields the product CC1=C(C#N)C(c2ccc(C#N)cc2)n2nc(NC(=O)c3ccno3)nc2N1c1cccc(C(F)(F)F)c1. As a reaction SMILES: [ClH:1].[NH2:2][c:3]1[n:4][n:5]2[c:6]([n:32]1)[N:7]([c:22]1[cH:23][c:24]([C:28]([F:29])([F:30])[F:31])[cH:25][cH:26][cH:27]1)[C:8]([CH3:21])=[C:9]([C:19]#[N:20])[CH:10]2[c:11]1[cH:12][cH:13][c:14]([C:17]#[N:18])[cH:15][cH:16]1.[cH:41]1[cH:42][cH:43][n:44][cH:45][cH:46]1.[o:33]1[n:34][cH:35][cH:36][c:37]1[C:38](=[O:39])[Cl:40]>>[NH:2]([c:3]1[n:4][n:5]2[c:6]([n:32]1)[N:7]([c:22]1[cH:23][c:24]([C:28]([F:29])([F:30])[F:31])[cH:25][cH:26][cH:27]1)[C:8]([CH3:21])=[C:9]([C:19]#[N:20])[CH:10]2[c:11]1[cH:12][cH:13][c:14]([C:17]#[N:18])[cH:15][cH:16]1)[C:38]([c:37]1[o:33][n:34][cH:35][cH:36]1)=[O:39]. Yields the product ClC=1C=C2C(=C(N(C(C2=CC1)=O)CC1=CC=C(C#N)C=C1)C(CC)=O)C1=CC=CC=C1 (4-(6-chloro-1-oxo-4-phenyl-3-propionyl-1H-isoquinolin-2-ylmethyl)benzonitrile). Reactants: Cl.OC(CNCC1=CC=C(C#N)C=C1)CC (4-[(2-hydroxybutylamino)methyl]benzonitrile hydrochloride), C(C1=CC=CC=C1)(=O)C1=C(C(=O)O)C=CC(=C1)Cl (2-benzoyl-4-chlorobenzoic acid). RXN SMILES: Cl.[OH:2][CH:3]([CH2:15][CH3:16])[CH2:4][NH:5][CH2:6][C:7]1[CH:14]=[CH:13][C:10]([C:11]#[N:12])=[CH:9][CH:8]=1.[C:17]([C:25]1[CH:33]=[C:32]([Cl:34])[CH:31]=[CH:30][C:26]=1[C:27](O)=[O:28])(=O)[C:18]1[CH:23]=[CH:22][CH:21]=[CH:20][CH:19]=1>>[Cl:34][C:32]1[CH:33]=[C:25]2[C:26](=[CH:30][CH:31]=1)[C:27](=[O:28])[N:5]([CH2:6][C:7]1[CH:8]=[CH:9][C:10]([C:11]#[N:12])=[CH:13][CH:14]=1)[C:4]([C:3](=[O:2])[CH2:15][CH3:16])=[C:17]2[C:18]1[CH:23]=[CH:22][CH:21]=[CH:20][CH:19]=1 |f:0.1|. Procedure: In the same manner as in Example 458, Step 2, the title compound was synthesized from 4-[(2-hydroxybutylamino)methyl]benzonitrile hydrochloride and 2-benzoyl-4-chlorobenzoic acid.